Task: describe an organic reaction: reactants, conditions, products, and yield. Dataset: the Open Reaction Database (ORD), a public repository of structured organic reaction records Reactants: N#Cc1ccc(C=O)cc1, CC(C)=O, Cl, [Na+], [OH-], O. The product is CC(=O)C=Cc1ccc(C#N)cc1. Reaction SMILES: [C:4](#[N:5])[c:6]1[cH:7][cH:8][c:9]([CH:10]=[O:11])[cH:12][cH:13]1.[CH3:15][C:16]([CH3:17])=[O:18].[ClH:14].[Na+:3].[OH-:2].[OH2:1]>>[C:4](#[N:5])[c:6]1[cH:7][cH:8][c:9]([CH:10]=[CH:15][C:16]([CH3:17])=[O:18])[cH:12][cH:13]1. The reactants are C(C)C=1N=C2N(C=CC=C2)C1I (2-ethyl-3-iodo-imidazo[1,2-α]pyridine), [Li]CCCC (n-BuLi), C(C)(P(OCC)(=O)OCC)P(OCC)(=O)OCC (tetraethyl ethane-1,1-bisphosphonate). The solvent is hexanes, C1CCOC1 (THF), C1CCOC1 (THF). Reaction conditions: temperature -78 celsius. The product is C(C)OP(OCC)(=O)C(C1=C(N=C2N1C=CC=C2)CC)P(=O)(OCC)OCC ([(Diethoxy-phosphoryl)-(2-ethyl-imidazo[1,2-α]pyridin-3-yl)-methyl]-phosphonic acid diethyl ester). Reaction SMILES: [CH2:1]([C:3]1[N:4]=[C:5]2[CH:10]=[CH:9][CH:8]=[CH:7][N:6]2[C:11]=1I)[CH3:2].[Li]CCCC.[CH:18]([P:28]([O:33][CH2:34][CH3:35])(=[O:32])[O:29][CH2:30][CH3:31])([P:20]([O:25][CH2:26][CH3:27])(=[O:24])[O:21][CH2:22][CH3:23])C>C1COCC1>[CH2:30]([O:29][P:28]([CH:18]([P:20]([O:25][CH2:26][CH3:27])([O:21][CH2:22][CH3:23])=[O:24])[C:11]1[N:6]2[CH:7]=[CH:8][CH:9]=[CH:10][C:5]2=[N:4][C:3]=1[CH2:1][CH3:2])(=[O:32])[O:33][CH2:34][CH3:35])[CH3:31]. Procedure details: As shown in FIG. 8, 2-Ethyl-3-iodo-imidazo[1,2-α]pyridine 72 (Example 28) (5.0 g, 18.34 mmol) in anhydrous THF (80 mL) was stirred at −78° C., under argon, then n-BuLi (2.5 M, 14.7 mL, 36.76 mmol) in hexanes was added slowly, keeping the temperature below −70° C. The resulting mixture was stirred for 10 minutes, then tetraethyl ethene-1,1-bisphosphonate 3 (5.52 g, 18.38 mmol) in anhydrous THF (20 mL) was added slowly , keeping the temperature below −70° C. The reaction mixture was stirred for an... Reactants: Nc1ccc(OCc2ccccc2)cc1, Cc1cnc(Cl)c([N+](=O)[O-])c1, Cl, [K+], [K+], O=C([O-])[O-], CN(C)C=O, O. Product: Cc1cnc(Nc2ccc(OCc3ccccc3)cc2)c([N+](=O)[O-])c1. RXN SMILES: [CH2:2]([c:3]1[cH:4][cH:5][cH:6][cH:7][cH:8]1)[O:9][c:10]1[cH:11][cH:12][c:13]([NH2:14])[cH:15][cH:16]1.[Cl:17][c:18]1[n:19][cH:20][c:21]([CH3:27])[cH:22][c:23]1[N+:24](=[O:25])[O-:26].[ClH:1].[K+:28].[K+:29].[O-:30][C:31]([O-:32])=[O:33].[O:35]=[CH:36][N:37]([CH3:38])[CH3:39].[OH2:34]>>[CH2:2]([c:3]1[cH:4][cH:5][cH:6][cH:7][cH:8]1)[O:9][c:10]1[cH:11][cH:12][c:13]([NH:14][c:18]2[n:19][cH:20][c:21]([CH3:27])[cH:22][c:23]2[N+:24](=[O:25])[O-:26])[cH:15][cH:16]1. Reactants: COC1=CC=C(CS[C@@H]2C[C@H](N(C2)S(=O)(=O)C2=CC3=CC=CC=C3C=C2)C(=O)O)C=C1 ((2S,4R)-4-(4-Methoxy-benzylsulfanyl)-1-(naphthalene-2-sulfonyl)-pyrrolidine-2-carboxylic acid), ON1C(C=CC=C1)=O (N-hydroxy-2-pyridone), N, N-dicyclohexylcarbodiimide, C(C(C)C)NN (isobutylhydrazine), C(C)(=O)O (acetic acid), S(=O)(=O)([O-])[O-] (sulfate). Solvent: C(Cl)Cl (CH2Cl2), C(=O)(O)[O-].[Na+] (NaHCO3), C(Cl)Cl (CH2Cl2), O (water). The product is C(C(C)C)NNC(=O)[C@H]1N(C[C@@H](C1)SCC1=CC=C(C=C1)OC)S(=O)(=O)C1=CC2=CC=CC=C2C=C1 ((2S,4R)-4-(4-Methoxy -benzylsulfanyl)-1-(naphthalene-2-sulfonyl)-pyrrolidine-2-carboxylic acid N′-isobutyl-hydrazide). Yield: 99.1%. Reaction SMILES: [CH3:1][O:2][C:3]1[CH:31]=[CH:30][C:6]([CH2:7][S:8][C@H:9]2[CH2:13][N:12]([S:14]([C:17]3[CH:26]=[CH:25][C:24]4[C:19](=[CH:20][CH:21]=[CH:22][CH:23]=4)[CH:18]=3)(=[O:16])=[O:15])[C@H:11]([C:27]([OH:29])=O)[CH2:10]2)=[CH:5][CH:4]=1.ON1C=CC=CC1=O.[CH2:40]([NH:44][NH2:45])[CH:41]([CH3:43])[CH3:42].S([O-])([O-])(=O)=O.C(O)(=O)C>C(Cl)Cl.O.C([O-])(O)=O.[Na+]>[CH2:40]([NH:44][NH:45][C:27]([C@@H:11]1[CH2:10][C@@H:9]([S:8][CH2:7][C:6]2[CH:5]=[CH:4][C:3]([O:2][CH3:1])=[CH:31][CH:30]=2)[CH2:13][N:12]1[S:14]([C:17]1[CH:26]=[CH:25][C:24]2[C:19](=[CH:20][CH:21]=[CH:22][CH:23]=2)[CH:18]=1)(=[O:16])=[O:15])=[O:29])[CH:41]([CH3:43])[CH3:42] |f:7.8|. Procedure: (step 1) To a solution of 4.4 g (9.6 mmol) (2S,4R)-4-(4-Methoxy-benzylsulfanyl)-1-(naphthalene-2-sulfonyl)-pyrrolidine-2-carboxylic acid in 200 ml CH2Cl2 were added 1.2 g (10.8 mmol,1.1 eq) N-hydroxy-2-pyridone, followed by 2.2 g (10.7 mmol, 1.1 eq) N, N-dicyclohexylcarbodiimide in 25 ml CH2Cl2 at 0° C. over a period of 30 min. The suspension was stirred for additional 4 h at that temperature before 4.2 ml (33.0 mmol, 3.4 eq) NEM and 1.9 g (mmol, 1.05 eq) isobutylhydrazine.sulfate were added. Th... As a reaction SMILES: [F:1][C:2]1[CH:7]=[CH:6][C:5]([CH2:8][C:9]#[N:10])=[CH:4][CH:3]=1.[C:11](=O)([O-])OCC.C[O-].[Na+].[OH-].[K+]>O.CC(O)C.CC1C=CC=CC=1C>[F:1][C:2]1[CH:7]=[CH:6][C:5]([CH:8]([CH3:11])[C:9]#[N:10])=[CH:4][CH:3]=1 |f:2.3,4.5|. The product is 54, FC1=CC=C(C=C1)C(C#N)C (4-fluoro-α-methylbenzeneacetonitrile). Procedure: A mixture of 68 parts of 4-fluorobenzeneacetonitrile, 180 parts of ethyl carbonate, 100 parts of a sodium methoxide solution 30% and 200 parts of dimethylbenzene was distilled till an internal temperature of 110° C. was reached. The distillate was cooled and 80 parts of 2-propanol were added, followed by the dropwise addition of 63 parts of methyl sulfate at room temperature (exothermic reaction: temperature rose to 80° C.). The remaining 120 parts of 2-propanol were added while stirring vigorou... Starting materials: 68, FC1=CC=C(C=C1)CC#N (4-fluorobenzeneacetonitrile), C(OCC)([O-])=O (ethyl carbonate), C[O-].[Na+] (sodium methoxide), [OH-].[K+] (potassium hydroxide). The solvent is CC(C)O (2-propanol), O (water), CC1=C(C=CC=C1)C (dimethylbenzene). Reaction conditions: time 20 hour. The product is COC(=O)C1(NC(=O)OC(C)(C)C)CCN(c2ncnc3c2c(C2CC2)cn3S(=O)(=O)c2ccc(C)cc2)CC1. Reaction SMILES: [Br:1][c:2]1[cH:3][n:4]([S:29](=[O:30])(=[O:31])[c:32]2[cH:33][cH:34][c:35]([CH3:36])[cH:37][cH:38]2)[c:5]2[n:6][cH:7][n:8][c:9]([N:11]3[CH2:12][CH2:13][C:14]([C:17](=[O:18])[O:19][CH3:20])([NH:21][C:22](=[O:23])[O:24][C:25]([CH3:26])([CH3:27])[CH3:28])[CH2:15][CH2:16]3)[c:10]12.[CH3:64][c:65]1[cH:66][cH:67][cH:68][cH:69][cH:70]1.[CH3:72][CH2:73][O:74][C:75]([CH3:76])=[O:77].[CH:39]1([P:40]([CH:44]2[CH2:45][CH2:46][CH2:47][CH2:48][CH2:49]2)[CH:52]2[CH2:43][CH2:42][CH2:41][CH2:56][CH2:57]2)[CH2:50][CH2:51][CH2:53][CH2:54][CH2:55]1.[CH:58]1([B:59]([OH:60])[OH:61])[CH2:62][CH2:63]1.[O-:79][C:80]([CH3:81])=[O:82].[O-:83][C:84]([CH3:85])=[O:86].[OH2:71].[Pd+2:78]>>[c:2]1([CH:56]2[CH2:52][CH2:57]2)[cH:3][n:4]([S:29](=[O:30])(=[O:31])[c:32]2[cH:33][cH:34][c:35]([CH3:36])[cH:37][cH:38]2)[c:5]2[n:6][cH:7][n:8][c:9]([N:11]3[CH2:12][CH2:13][C:14]([C:17](=[O:18])[O:19][CH3:20])([NH:21][C:22](=[O:23])[O:24][C:25]([CH3:26])([CH3:27])[CH3:28])[CH2:15][CH2:16]3)[c:10]12. The reactants are COC(=O)C1(NC(=O)OC(C)(C)C)CCN(c2ncnc3c2c(Br)cn3S(=O)(=O)c2ccc(C)cc2)CC1, Cc1ccccc1, CCOC(C)=O, C1CCC(P(C2CCCCC2)C2CCCCC2)CC1, OB(O)C1CC1, CC(=O)[O-], CC(=O)[O-], O, [Pd+2].